The task is: describe an organic reaction: reactants, conditions, products, and yield. This data is from the Open Reaction Database (ORD), a public repository of structured organic reaction records. The reactants are C(C1=CC=CC=C1)N([C@@H]1CC[C@H](CC1)N1CCOCC1)CC1=CC=CC=C1 (trans-dibenzyl-4-morpholino-cyclohexylamine). Reagents/catalysts: [Pd] (Pd/C). Solvent: CO (methanol). Yields the product O1CCN(CC1)[C@@H]1CC[C@H](CC1)N (trans-4-morpholino-cyclohexylamine). As a reaction SMILES: C([N:8](CC1C=CC=CC=1)[C@H:9]1[CH2:14][CH2:13][C@H:12]([N:15]2[CH2:20][CH2:19][O:18][CH2:17][CH2:16]2)[CH2:11][CH2:10]1)C1C=CC=CC=1>CO.[Pd]>[O:18]1[CH2:17][CH2:16][N:15]([C@H:12]2[CH2:11][CH2:10][C@H:9]([NH2:8])[CH2:14][CH2:13]2)[CH2:20][CH2:19]1. Reported procedure: 7.2 g (16.4 mmol) trans-dibenzyl-4-morpholino-cyclohexylamine were dissolved in 100 mL methanol and hydrogenated on 1.4 g Pd/C (10%) at 30-50° C. The solvent was eliminated in vacuo and the residue was crystallised from ethanol and conc. hydrochloric acid. Starting materials: [Al].[Li] (lithium aluminum), COC(=O)C=1C=C2C(=CNC2=CC1)CCCCN1CCN(CC1)C=1C=C2C(C=COC2=CC1)=O (1-[4-(5-methoxycarbonylindol-3-yl)butyl]-4-(chromen-4-on-6-yl)piperazine), [OH-].[Na+] (sodium hydroxide). Run in C1CCOC1 (THF), C1CCOC1 (THF). Conditions: temperature 25 celsius. Product: OCC=1C=C2C(=CNC2=CC1)CCCCN1CCN(CC1)C=1C=C2C(C=COC2=CC1)=O (1-[4-(5-Hydroxymethylindol-3-yl)butyl]-4-(chromen-4-on-6-yl)piperazine). As a reaction SMILES: C[O:2][C:3]([C:5]1[CH:6]=[C:7]2[C:11](=[CH:12][CH:13]=1)[NH:10][CH:9]=[C:8]2[CH2:14][CH2:15][CH2:16][CH2:17][N:18]1[CH2:23][CH2:22][N:21]([C:24]2[CH:25]=[C:26]3[C:31](=[CH:32][CH:33]=2)[O:30][CH:29]=[CH:28][C:27]3=[O:34])[CH2:20][CH2:19]1)=O.[Al].[Li].[OH-].[Na+]>C1COCC1>[OH:2][CH2:3][C:5]1[CH:6]=[C:7]2[C:11](=[CH:12][CH:13]=1)[NH:10][CH:9]=[C:8]2[CH2:14][CH2:15][CH2:16][CH2:17][N:18]1[CH2:19][CH2:20][N:21]([C:24]2[CH:25]=[C:26]3[C:31](=[CH:32][CH:33]=2)[O:30][CH:29]=[CH:28][C:27]3=[O:34])[CH2:22][CH2:23]1 |f:1.2,3.4,^1:35|. Reported procedure: A solution of 3.6 g of 1-[4-(5-methoxycarbonylindol-3-yl)butyl]-4-(chromen-4-on-6-yl)piperazine in 40 ml of THF is added dropwise with stirring at room temperature to a suspension of 0.6 g of lithium aluminum hyride in 20 ml of THF. The mixture is then stirred for a further hour at 25° C., 20 ml of dilute sodium hydroxide solution are added, the mixture is filtered and the filtrate is worked up in the customary manner. 1-[4-(5-Hydroxymethylindol-3-yl)butyl]-4-(chromen-4-on-6-yl)piperazine is obt... Product: Cc1c(-c2ccco2)c(N2CCC(N(C)C)C2)c2oc(C(C)(C)C)nc2c1C#N. Reactants: Cc1c(-c2ccco2)c(Br)c2oc(C(C)(C)C)nc2c1C#N, CN(C)C1CCNC1, CC(C)(C)[O-], Cc1ccccc1, [Na+], CC(=O)[O-], CC(=O)[O-], [Pd+2]. As a reaction SMILES: [Br:1][c:2]1[c:3](-[c:18]2[o:19][cH:20][cH:21][cH:22]2)[c:4]([CH3:17])[c:5]([C:15]#[N:16])[c:6]2[n:7][c:8]([C:11]([CH3:12])([CH3:13])[CH3:14])[o:9][c:10]12.[CH3:23][N:24]([CH:25]1[CH2:26][NH:27][CH2:28][CH2:29]1)[CH3:30].[CH3:31][C:32]([CH3:33])([O-:34])[CH3:35].[CH3:37][c:38]1[cH:39][cH:40][cH:41][cH:42][cH:43]1.[Na+:36].[O-:45][C:46]([CH3:47])=[O:48].[O-:49][C:50]([CH3:51])=[O:52].[Pd+2:44]>>[c:2]1([N:27]2[CH2:26][CH:25]([N:24]([CH3:23])[CH3:30])[CH2:29][CH2:28]2)[c:3](-[c:18]2[o:19][cH:20][cH:21][cH:22]2)[c:4]([CH3:17])[c:5]([C:15]#[N:16])[c:6]2[n:7][c:8]([C:11]([CH3:12])([CH3:13])[CH3:14])[o:9][c:10]12. The reactants are BrC(Br)(Br)Br, CC(C)(C)OC(=O)N1CCC(O)C1, C1CCOC1, c1ccc(P(c2ccccc2)c2ccccc2)cc1. The product is CC(C)(C)OC(=O)N1CCC(Br)C1. Reaction SMILES: [Br:33][C:34]([Br:35])([Br:36])[Br:37].[C:1]([CH3:2])([CH3:3])([CH3:4])[O:5][C:6](=[O:7])[N:8]1[CH2:9][CH:10]([OH:13])[CH2:11][CH2:12]1.[CH2:38]1[O:39][CH2:40][CH2:41][CH2:42]1.[c:14]1([P:15]([c:16]2[cH:17][cH:18][cH:19][cH:20][cH:21]2)[c:22]2[cH:23][cH:24][cH:25][cH:26][cH:27]2)[cH:28][cH:29][cH:30][cH:31][cH:32]1>>[C:1]([CH3:2])([CH3:3])([CH3:4])[O:5][C:6](=[O:7])[N:8]1[CH2:9][CH:10]([Br:33])[CH2:11][CH2:12]1. The reactants are COC1=CC=C(C=C1)SC[Li] ((p-methoxyphenylthio)methyllithium), [Cl-].[NH4+] (ammonium chloride), C(CCC)[Sn](CCCC)(CCCC)Cl (tributyltin chloride). The solvent is CCCCCC.C1CCOC1 (hexane THF), C1CCOC1 (THF). Run at time 2 hour. The product is desired product, COC1=CC=C(C=C1)SC[Sn](CCCC)(CCCC)CCCC ((p-methoxyphenylthiomethyl)tributyltin). Reaction SMILES: [CH3:1][O:2][C:3]1[CH:8]=[CH:7][C:6]([S:9][CH2:10][Li])=[CH:5][CH:4]=1.[CH2:12]([Sn:16](Cl)([CH2:21][CH2:22][CH2:23][CH3:24])[CH2:17][CH2:18][CH2:19][CH3:20])[CH2:13][CH2:14][CH3:15].[Cl-].[NH4+]>CCCCCC.C1COCC1.C1COCC1>[CH3:1][O:2][C:3]1[CH:8]=[CH:7][C:6]([S:9][CH2:10][Sn:16]([CH2:17][CH2:18][CH2:19][CH3:20])([CH2:21][CH2:22][CH2:23][CH3:24])[CH2:12][CH2:13][CH2:14][CH3:15])=[CH:5][CH:4]=1 |f:2.3,4.5|. Procedure details: Using the apparatus and procedure of Example I, 100 ml. of an approximately one-molar solution of (p-methoxyphenylthio)methyllithium in hexane-THF solvent is added dropwise with stirring to 0.1 mole of tributyltin chloride dissolved in THF. The temperature is maintained by means of an ice bath in the range of from 0° C to 10° C. Following the complete addition over a one-quarter hour period, the reaction mixture is stirred for two hours at room temperature and hydrolyzed by pouring into aqueous ... Starting materials: Cl (HCl), FC=1C(=C(C(=CC1)F)NC(OC(C)(C)C)=O)I (tert-butyl (3,6-difluoro-2-iodophenyl)carbamate). The solvent is O1CCOCC1 (dioxane), C1CCOC1 (THF). Reaction conditions: time 8 hour. The product is FC=1C(=C(N)C(=CC1)F)I (3,6-difluoro-2-iodoaniline). The yield is 48.0%. RXN SMILES: Cl.[F:2][C:3]1[C:4]([I:18])=[C:5]([NH:10]C(=O)OC(C)(C)C)[C:6]([F:9])=[CH:7][CH:8]=1>O1CCOCC1.C1COCC1>[F:2][C:3]1[C:4]([I:18])=[C:5]([C:6]([F:9])=[CH:7][CH:8]=1)[NH2:10]. Procedure: 4M HCl (7.60 mL, 30.4 mmol) in dioxane was added to a solution of tert-butyl (3,6-difluoro-2-iodophenyl)carbamate (1.08 g, 3.04 mmol) in THF (7.60 ml) at room temperature and then stirred overnight. The solvent was removed in vacuo, and then the contents were partitioned between DCM (3×50 mL) and sat'd aqueous sodium bicarbonate. The organics were dried over MgSO4, filtered and concentrated. The crude material was purified on silica gel, eluting 0-50% EtOAc in hexanes over 16 minutes to afford 3... The reactants are O=C([O-])[O-], CC#N, CCCn1c(=O)cc(Cl)n(Cc2ccc(-c3ccccc3C#N)cc2)c1=O, [K+], [K+], Sc1ccccc1. The product is CCCn1c(=O)cc(Sc2ccccc2)n(Cc2ccc(-c3ccccc3C#N)cc2)c1=O. RXN SMILES: [C:35](=[O:36])([O-:37])[O-:38].[CH3:41][C:42]#[N:43].[Cl:1][c:2]1[cH:3][c:4](=[O:27])[n:5]([CH2:24][CH2:25][CH3:26])[c:6](=[O:23])[n:7]1[CH2:8][c:9]1[cH:10][cH:11][c:12](-[c:15]2[c:16]([C:21]#[N:22])[cH:17][cH:18][cH:19][cH:20]2)[cH:13][cH:14]1.[K+:39].[K+:40].[SH:28][c:29]1[cH:30][cH:31][cH:32][cH:33][cH:34]1>>[c:2]1([S:28][c:29]2[cH:30][cH:31][cH:32][cH:33][cH:34]2)[cH:3][c:4](=[O:27])[n:5]([CH2:24][CH2:25][CH3:26])[c:6](=[O:23])[n:7]1[CH2:8][c:9]1[cH:10][cH:11][c:12](-[c:15]2[c:16]([C:21]#[N:22])[cH:17][cH:18][cH:19][cH:20]2)[cH:13][cH:14]1. Starting materials: COC=1C=C(N)C=C(C1)OC (3,5-dimethoxy aniline), 2,2-dimethyl-6-propyl-4H-1,3-dioxinone. Solvent: C=1(C(=CC=CC1)C)C (xylene). Product: COC=1C=C(C=C(C1)OC)NC(CC(CCC)=O)=O (N-(3, 5-dimethoxyphenyl)-3-oxo-hexanamide). Isolated yield 153.2%. RXN SMILES: [CH3:1][O:2][C:3]1[CH:4]=[C:5]([CH:7]=[C:8]([O:10][CH3:11])[CH:9]=1)[NH2:6]>C1(C)C(C)=CC=CC=1>[CH3:11][O:10][C:8]1[CH:7]=[C:5]([NH:6][C:8](=[O:10])[CH2:9][C:3](=[O:2])[CH2:4][CH2:5][CH3:7])[CH:4]=[C:3]([O:2][CH3:1])[CH:9]=1. Procedure: 3,5-Dimethoxy aniline 1(14.5 g, 92.5 mmol) in xylene (50 mL) was treated with 2,2-dimethyl-6-propyl-4H-1,3-dioxinone (17.3 g, 101.7 mmol) worked up and purified as described for 9 to afford e N-(3, 5-dimethoxyphenyl)-3-oxo-hexanamide (10, 18.8 g) in 77% yield as an oily liquid. Starting materials: NC1(CCCC1)C(=O)O (1-Aminocyclopentanecarboxylic acid), OCC1(CCCC1)N (1-hydroxymethylcyclopentanamine), OCCN (hydroxyethylamine), C1(CCCCC1)=O (cyclohexanone), methyl ester, ester. Yields the product C1CCCC12NC1(CCCCC1)OC2 (6-aza-13-oxadispiro[4.1.5.2]tetradecane). Reaction SMILES: [NH2:1][C:2]1([C:7]([OH:9])=O)[CH2:6][CH2:5][CH2:4][CH2:3]1.O[CH2:11][C:12]1(N)[CH2:16][CH2:15][CH2:14][CH2:13]1.OCCN.C1(=O)CCCCC1>>[CH2:3]1[C:2]2([CH2:7][O:9][C:11]3([CH2:12][CH2:16][CH2:15][CH2:14][CH2:13]3)[NH:1]2)[CH2:6][CH2:5][CH2:4]1. Procedure details: 1-Aminocyclopentanecarboxylic acid was converted to the methyl ester according to Method B1c, Step 1. The ester reduced to 1-hydroxymethylcyclopentanamine according to Method B1c, Step 2. The hydroxyethylamine was reacted with cyclohexanone according to Method B4a, Step 1 to give 6-aza-13-oxadispiro[4.1.5.2]tetradecane. The oxazolidine was reduced according to Method B4a, Step 2 to give 1-(cyclohexylamino)-1-(hydroxymethyl)cyclopentane. The substituted 2-hydroxyethylamine was reacted with SOCl2 ...